Dataset: the Open Reaction Database (ORD), a public repository of structured organic reaction records. Task: describe an organic reaction: reactants, conditions, products, and yield Starting materials: CC1=NC2=C(C=C1)C=CC3=C2N=C(C=C3)C (Neocuproine hydrochloride), hemihydrate, [N+](=O)(O)[O-] (nitric acid), S(O)(O)(=O)=O (sulfuric acid), ice, O[Li].O (LiOH·H2O). Solvent: C(C)#N (acetonitrile). Reaction conditions: time 8 day. Product: CC1=NC2=C3N=C(C=CC3=CC(=C2C=C1)[N+](=O)[O-])C (2,9-Dimethyl-5-nitro-1,10-phenanthroline). The yield is 34.0%. RXN SMILES: [CH3:1][C:2]1[CH:7]=[CH:6][C:5]2[CH:8]=[CH:9][C:10]3[CH:15]=[CH:14][C:13]([CH3:16])=[N:12][C:11]=3[C:4]=2[N:3]=1.S(=O)(=O)(O)O.O[Li].O.[N+:25]([O-])([OH:27])=[O:26]>C(#N)C>[CH3:16][C:13]1[CH:14]=[CH:15][C:10]2[C:11](=[C:4]3[C:5](=[CH:8][C:9]=2[N+:25]([O-:27])=[O:26])[CH:6]=[CH:7][C:2]([CH3:1])=[N:3]3)[N:12]=1 |f:2.3|. Procedure: Neocuproine hydrochloride, hemihydrate (25.0 g, 99 mmol) was dissolved in 100 mL of concentrated nitric acid. 200 mL of concentrated sulfuric acid was added, and the reaction was heated at reflux for 2.5 hours, and then allowed to stand at room temperature for 8 days. The reaction mixture was then gradually added to a mixture of about 3 Kg of ice and 351 g (8.8 mole) of LiOH·H2O, while stirring with a glass rod. During the neutralization procedure, ice was added as necessary so that unmelted ice... Starting materials: BrCCCc1ccccc1, O=C([O-])[O-], CN(C)C=O, CCOC(C)=O, [K+], [K+], CC(O)C(CCc1ccccc1O)n1cnc(C(N)=O)c1. Yields the product CC(O)C(CCc1ccccc1OCCCc1ccccc1)n1cnc(C(N)=O)c1. As a reaction SMILES: [Br:22][CH2:23][CH2:24][CH2:25][c:26]1[cH:27][cH:28][cH:29][cH:30][cH:31]1.[C:32](=[O:33])([O-:34])[O-:35].[CH3:38][N:39]([CH3:40])[CH:41]=[O:42].[CH3:43][CH2:44][O:45][C:46](=[O:47])[CH3:48].[K+:36].[K+:37].[OH:1][CH:2]([CH3:3])[CH:4]([CH2:5][CH2:6][c:7]1[c:8]([OH:13])[cH:9][cH:10][cH:11][cH:12]1)[n:14]1[cH:15][n:16][c:17]([C:19](=[O:20])[NH2:21])[cH:18]1>>[OH:1][CH:2]([CH3:3])[CH:4]([CH2:5][CH2:6][c:7]1[c:8]([O:13][CH2:23][CH2:24][CH2:25][c:26]2[cH:27][cH:28][cH:29][cH:30][cH:31]2)[cH:9][cH:10][cH:11][cH:12]1)[n:14]1[cH:15][n:16][c:17]([C:19](=[O:20])[NH2:21])[cH:18]1. Starting materials: NC(N)=O, O=C(O)c1ccc(F)cc1, OP(O)O, Cc1cc(C)cc(C)c1. Product: NC(=O)c1ccc(F)cc1. As a reaction SMILES: [NH2:11][C:12](=[O:13])[NH2:14].[OH:1][C:2](=[O:3])[c:4]1[cH:5][cH:6][c:7]([F:8])[cH:9][cH:10]1.[P:15]([OH:16])([OH:17])[OH:18].[c:19]1([CH3:20])[cH:21][c:22]([CH3:23])[cH:24][c:25]([CH3:26])[cH:27]1>>[O:1]=[C:2]([c:4]1[cH:5][cH:6][c:7]([F:8])[cH:9][cH:10]1)[NH2:11]. The reactants are NNC(=O)c1ccc(OCc2ccccc2)cc1, CC(=O)O, O=C1Nc2ccc(I)cc2C1=O. The product is O=C1Nc2ccc(I)cc2C1=NNC(=O)c1ccc(OCc2ccccc2)cc1. RXN SMILES: [CH2:13]([c:14]1[cH:15][cH:16][cH:17][cH:18][cH:19]1)[O:20][c:21]1[cH:22][cH:23][c:24]([C:25](=[O:26])[NH:27][NH2:28])[cH:29][cH:30]1.[CH3:31][C:32](=[O:33])[OH:34].[I:1][c:2]1[cH:3][c:4]2[c:8]([cH:9][cH:10]1)[NH:7][C:6](=[O:11])[C:5]2=[O:12]>>[I:1][c:2]1[cH:3][c:4]2[c:8]([cH:9][cH:10]1)[NH:7][C:6](=[O:11])[C:5]2=[N:28][NH:27][C:25]([c:24]1[cH:23][cH:22][c:21]([O:20][CH2:13][c:14]2[cH:15][cH:16][cH:17][cH:18][cH:19]2)[cH:30][cH:29]1)=[O:26]. Reactants: C(C1=CC=CC=C1)[C@@H]1N(C(OC1)=O)C1=CC=C(C(=O)OC)C=C1 (methyl (S)-4-(4-benzyl-2-oxooxazolidin-3-yl)benzoate), CC1=C(C=CC(=C1)C)N1CCNCC1 (1-(2,4-dimethylphenyl)piperazine). Yields the product C(C1=CC=CC=C1)[C@@H]1N(C(OC1)=O)C1=CC=C(C=C1)C(=O)N1CCN(CC1)C1=C(C=C(C=C1)C)C ((S)-4-benzyl-3-{4-[4-(2,4-dimethylphenyl)piperazine-1-carbonyl]phenyl}oxazolidin-2-one). Isolated yield 47.5%. RXN SMILES: [CH2:1]([C@H:8]1[CH2:12][O:11][C:10](=[O:13])[N:9]1[C:14]1[CH:23]=[CH:22][C:17]([C:18](OC)=[O:19])=[CH:16][CH:15]=1)[C:2]1[CH:7]=[CH:6][CH:5]=[CH:4][CH:3]=1.[CH3:24][C:25]1[CH:30]=[C:29]([CH3:31])[CH:28]=[CH:27][C:26]=1[N:32]1[CH2:37][CH2:36][NH:35][CH2:34][CH2:33]1>>[CH2:1]([C@H:8]1[CH2:12][O:11][C:10](=[O:13])[N:9]1[C:14]1[CH:15]=[CH:16][C:17]([C:18]([N:35]2[CH2:36][CH2:37][N:32]([C:26]3[CH:27]=[CH:28][C:29]([CH3:31])=[CH:30][C:25]=3[CH3:24])[CH2:33][CH2:34]2)=[O:19])=[CH:22][CH:23]=1)[C:2]1[CH:7]=[CH:6][CH:5]=[CH:4][CH:3]=1. Procedure details: By reaction and treatment in the same manner as in Example 34 and using methyl (S)-4-(4-benzyl-2-oxooxazolidin-3-yl)benzoate (142 mg) described in Preparation Example 197 and 1-(2,4-dimethylphenyl)piperazine (87 mg), the title compound (101.8 mg) was obtained. Reactants: Cl.C(C)(C)(C)OC(CN)=O (glycine tert-butyl ester HCl), OC=1C(=NC=CC1)C(=O)O (3-hydroxypicolinic acid), C(C)(C)N(CC)C(C)C (diisopropylethylamine), 1-(3-dimethyl-aminopropyl)-3-ethylcarbodiimide, ON1N=NC2=C1C=CC=C2 (1-hydroxybenzo-triazole). Run in CN(C)C=O (DMF). Conditions: time 3 day. Product: C(C)(C)(C)OC(CNC(=O)C1=NC=CC=C1O)=O ([(3-hydroxy-pyridine-2-carbonyl)-amino]-acetic acid tert-butyl ester). The yield is 21.5%. As a reaction SMILES: [OH:1][C:2]1[C:3]([C:8]([OH:10])=O)=[N:4][CH:5]=[CH:6][CH:7]=1.C(N(C(C)C)CC)(C)C.ON1C2C=CC=CC=2N=N1.Cl.[C:31]([O:35][C:36](=[O:39])[CH2:37][NH2:38])([CH3:34])([CH3:33])[CH3:32]>CN(C=O)C>[C:31]([O:35][C:36](=[O:39])[CH2:37][NH:38][C:8]([C:3]1[C:2]([OH:1])=[CH:7][CH:6]=[CH:5][N:4]=1)=[O:10])([CH3:34])([CH3:33])[CH3:32] |f:3.4|. Reported procedure: To a solution of 3-hydroxypicolinic acid (0.20 g, 1.44 mmol) in DMF (5 mL) at 0° C. under N2 is added diisopropylethylamine (DIPEA) (0.75 ml, 4.3 mmol), 1-(3-dimethyl-aminopropyl)-3-ethylcarbodiimide (EDCI) (0.412 g, 2.9 mmol) and 1-hydroxybenzo-triazole (HOBt) (0.019 g, 0.14 mmol). The resulting mixture is stirred for 5 min before glycine tert-butyl ester HCl (0.36 g, 2.9 mmol) is introduced. The resulting solution is stirred at room temperature for 3 days then concentrated under reduced pressu... The reactants are FC=1C=C(C=C(C1)F)C=1C=CC(N(N1)CC1=CC(=CC=C1)C=1OC=CN1)=O (6-(3,5-difluorophenyl)-2-(3-oxazol-2-ylbenzyl)-2H-pyridazin-3-one), BrN1C(CCC1=O)=O (N-bromosuccinimide), C(C1=CC=CC=C1)(=O)OOC(C1=CC=CC=C1)=O (benzoyl peroxide). Run in ClC1=CC=CC=C1 (chlorobenzene). Product: BrC1=CN=C(O1)C=1C=C(CN2N=C(C=CC2=O)C2=CC(=CC(=C2)F)F)C=CC1 (2-[3-(5-bromooxazol-2-yl)benzyl]-6-(3,5-difluorophenyl)-2H-pyridazin-3-one). As a reaction SMILES: [F:1][C:2]1[CH:3]=[C:4]([C:9]2[CH:10]=[CH:11][C:12](=[O:27])[N:13]([CH2:15][C:16]3[CH:21]=[CH:20][CH:19]=[C:18]([C:22]4[O:23][CH:24]=[CH:25][N:26]=4)[CH:17]=3)[N:14]=2)[CH:5]=[C:6]([F:8])[CH:7]=1.[Br:28]N1C(=O)CCC1=O.C(OOC(=O)C1C=CC=CC=1)(=O)C1C=CC=CC=1>ClC1C=CC=CC=1>[Br:28][C:24]1[O:23][C:22]([C:18]2[CH:17]=[C:16]([CH:21]=[CH:20][CH:19]=2)[CH2:15][N:13]2[C:12](=[O:27])[CH:11]=[CH:10][C:9]([C:4]3[CH:3]=[C:2]([F:1])[CH:7]=[C:6]([F:8])[CH:5]=3)=[N:14]2)=[N:26][CH:25]=1. Reported procedure: A solution of 184 mg (0.504 mmol) of 6-(3,5-difluorophenyl)-2-(3-oxazol-2-ylbenzyl)-2H-pyridazin-3-one, 108 mg (0.605 mmol) of N-bromosuccinimide and 6.3 mg (0.026 mmol) of benzoyl peroxide in 1 ml of chlorobenzene is stirred at 80° C. for 42 hours. The reaction mixture is evaporated and chromatographed on a silica-gel column with dichloromethane/methanol as eluent, giving 2-[3-(5-bromooxazol-2-yl)benzyl]-6-(3,5-difluorophenyl)-2H-pyridazin-3-one as yellowish crystals; ESI 444, 446. The reactants are CC(C)(C)OC(=O)N1CCNCC1, CCOC(=O)CC(=O)O, CCN=C=NCCCN(C)C, CCN(C(C)C)C(C)C, Cl, CN(C)C=O, O, On1nnc2ccccc21. The product is CCOC(=O)CC(=O)N1CCN(C(=O)OC(C)(C)C)CC1. As a reaction SMILES: [C:41]([CH3:42])([CH3:43])([CH3:44])[O:45][C:46](=[O:47])[N:48]1[CH2:49][CH2:50][NH:51][CH2:52][CH2:53]1.[CH2:20]([CH3:21])[O:22][C:23]([CH2:24][C:25](=[O:26])[OH:27])=[O:28].[CH3:29][CH2:30][N:31]=[C:32]=[N:33][CH2:34][CH2:35][CH2:36][N:37]([CH3:38])[CH3:39].[CH:11]([N:12]([CH2:13][CH3:14])[CH:15]([CH3:16])[CH3:17])([CH3:18])[CH3:19].[ClH:40].[O:54]=[CH:55][N:56]([CH3:57])[CH3:58].[OH2:59].[OH:1][n:2]1[c:3]2[c:4]([cH:5][cH:6][cH:7][cH:8]2)[n:9][n:10]1>>[CH2:20]([CH3:21])[O:22][C:23]([CH2:24][C:25](=[O:27])[N:51]1[CH2:50][CH2:49][N:48]([C:46]([O:45][C:41]([CH3:42])([CH3:43])[CH3:44])=[O:47])[CH2:53][CH2:52]1)=[O:28]. Reaction conditions: temperature 100 celsius, time 45 minute. The solvent is O (water). Yields the product ClC1=C(C(=O)C2=C(C=C(C=C2)OC)C)C(=CC=C1)Cl (2,6-Dichloro-4'-methoxy-2'-methyl-benzophenone). Procedure details: A mixture of 2,6-dichlorobenzoylchloride (5.24 g; 25 mmol), 3-methylanisole(2.44 g; 20 mmol) and iron(III)chloride (20 mg) is heated to 100° C.for 45 minutes with stirring. After cooling, toluene is added, the mixture is shaken with water, the organic phase is dried and the solvent is evaporated. The reaction product is purified chromatograpically (flash column with 70 g of silicagel; elution with petrolether/toluene changing from 75:25 to 40:60 (v/v)). After evaporation the residue from the mai... RXN SMILES: [Cl:1][C:2]1[CH:10]=[CH:9][CH:8]=[C:7]([Cl:11])[C:3]=1[C:4](Cl)=[O:5].[CH3:12][C:13]1[CH:14]=[C:15]([O:19][CH3:20])[CH:16]=[CH:17][CH:18]=1.C1(C)C=CC=CC=1>[Fe](Cl)(Cl)Cl.O>[Cl:1][C:2]1[CH:10]=[CH:9][CH:8]=[C:7]([Cl:11])[C:3]=1[C:4]([C:18]1[CH:17]=[CH:16][C:15]([O:19][CH3:20])=[CH:14][C:13]=1[CH3:12])=[O:5]. Reagents/catalysts: [Fe](Cl)(Cl)Cl (iron(III)chloride). Reactants: ClC1=C(C(=O)Cl)C(=CC=C1)Cl (2,6-dichlorobenzoylchloride), CC=1C=C(C=CC1)OC (3-methylanisole), C1(=CC=CC=C1)C (toluene).